Dataset: the Open Reaction Database (ORD), a public repository of structured organic reaction records. Task: describe an organic reaction: reactants, conditions, products, and yield The reactants are CCc1nc(C#N)c(OC)cc1OC, CCO, O=S(=O)(O)O. Yields the product CCOC(=O)c1nc(CC)c(OC)cc1OC. As a reaction SMILES: [CH2:1]([CH3:2])[c:3]1[c:4]([O:13][CH3:14])[cH:5][c:6]([O:11][CH3:12])[c:7]([C:9]#[N:10])[n:8]1.[CH3:20][CH2:21][OH:22].[S:15]([OH:16])(=[O:17])(=[O:18])[OH:19]>>[CH2:1]([CH3:2])[c:3]1[c:4]([O:13][CH3:14])[cH:5][c:6]([O:11][CH3:12])[c:7]([C:9](=[O:16])[O:22][CH2:21][CH3:20])[n:8]1. Reactants: C(C1=CC(OC)=C(O)C=C1)(=O)O (vanillic acid), O=CC1=CC(OC)=C(O)C=C1 (vanillin), C1=CC(=C[N+](=C1)[C@H]2[C@@H]([C@@H]([C@H](O2)COP(=O)(O)OP(=O)(O)OC[C@@H]3[C@H]([C@H]([C@@H](O3)N4C=NC5=C4N=CN=C5N)OP(=O)(O)O)O)O)O)C(=O)N (NADP+), P(O)(=O)(OP(=O)(O)OP(=O)(O)O)OC[C@@H]1[C@H]([C@H]([C@@H](O1)N1C=NC=2C(N)=NC=NC12)O)O (ATP), C(C1=CC(OC)=C(O)C=C1)(=O)O (vanillic acid), C(C1=CC(O)=C(O)C=C1)(=O)O (protocatechuic acid). Product: C(C1=CC(O)=C(O)C=C1)=O (protocatechualdehyde). Isolated yield 33.0%. RXN SMILES: C1C=[N+]([C@@H]2O[C@H](COP(OP(OC[C@H]3O[C@@H](N4C5N=CN=C(N)C=5N=C4)[C@H](OP(O)(O)=O)[C@@H]3O)(O)=O)(O)=O)[C@@H](O)[C@H]2O)C=C(C(N)=O)C=1.P(OC[C@H]1O[C@@H](N2C3N=CN=C(N)C=3N=C2)[C@H](O)[C@@H]1O)(OP(OP(O)(O)=O)(O)=O)(=O)O.[C:80](O)(=[O:90])[C:81]1[CH:89]=[CH:88][C:86]([OH:87])=[C:83]([O:84]C)[CH:82]=1.O=CC1C=CC(O)=C(OC)C=1.C(O)(=O)C1C=CC(O)=C(O)C=1>>[CH:80](=[O:90])[C:81]1[CH:89]=[CH:88][C:86]([OH:87])=[C:83]([OH:84])[CH:82]=1. Reported procedure: Aryl-aldehyde dehydrogenase (Gross, G. G. et al., Biochem. Biophy. Res. Commun. 32:173 (1968); Gross, G. G. et al., Eur. J. Biochem. 8:413 (1969); Gross, G. G., Eur. J. Biochem. 31:585 (1972); Zenk, M. H. et al., Recent Adv. Phytochem. 4:87 (1972)) in Neurospora crassa mycelial extract was purified away from an unwanted dehydrogenase which reduced vanillin to vanillyl alcohol. Vanillic, protocatechuic, and isovanillic acids were extracted into EtOAc after acidification of fermentor broth. A subs... Starting materials: [N+](=O)([O-])C1=CC=C(C=C1)C1=CC=NN1 (5-(4-nitrophenyl)-1H-pyrazole), BrN1C(CCC1=O)=O (N-bromosuccinimide), ice water. The solvent is CN(C=O)C (N,N-dimethylformamide). Reaction conditions: time 30 minute. The product is BrC=1C(=NNC1)C1=CC=C(C=C1)[N+](=O)[O-] (4-bromo-3-(4-nitrophenyl)-1H-pyrazole). Isolated yield 90.0%. Reaction SMILES: [N+:1]([C:4]1[CH:9]=[CH:8][C:7]([C:10]2[NH:14][N:13]=[CH:12][CH:11]=2)=[CH:6][CH:5]=1)([O-:3])=[O:2].[Br:15]N1C(=O)CCC1=O>CN(C)C=O>[Br:15][C:11]1[C:10]([C:7]2[CH:6]=[CH:5][C:4]([N+:1]([O-:3])=[O:2])=[CH:9][CH:8]=2)=[N:14][NH:13][CH:12]=1. Procedure: A solution of 5-(4-nitrophenyl)-1H-pyrazole (595 mmol) in N,N-dimethylformamide (1000 mL) was treated with N-bromosuccinimide (654 mmol). The reaction stirred for 30 min at room temperature and was poured into ice-water (1000 mL). Product precipitated out of solution, was filtered, washed with water (4×500 mL) and dried to provide the title product as an off-white powder (90%). ESMS [M+H]+: 269.2 Starting materials: C1[C@@H]2[C@H]([C@H]([C@@H](O2)N3C4=C(C(=O)N=C(N4)N)N=C3Br)O)OP(=O)(O1)O (8-Br-cGMP), C1=CC(=CC(=C1)N2C(=O)/C(=C/C3=CC=C(C=C3)C(=O)O)/SC2=S)C(F)(F)F (CFTRinh-172). The product is C1=NC2=C(N1[C@H]3[C@@H]([C@H]4[C@H](O3)COP(=O)(O4)O)O)NC(=NC2=O)N (cGMP). RXN SMILES: [CH2:1]1[O:23][P:21]([OH:24])(=[O:22])[O:20][C@H:3]2[C@@H:4]([OH:19])[C@H:5]([N:7]3[C:17](Br)=[N:16][C:9]4[C:10]([N:12]=[C:13]([NH2:15])[NH:14][C:8]3=4)=[O:11])[O:6][C@H:2]12.C1C=C(N2C(=S)S/C(=C\C3C=CC(C(O)=O)=CC=3)/C2=O)C=C(C(F)(F)F)C=1>>[CH:17]1[N:7]([C@@H:5]2[O:6][C@@H:2]3[CH2:1][O:23][P:21]([OH:24])([O:20][C@H:3]3[C@H:4]2[OH:19])=[O:22])[C:8]2[NH:14][C:13]([NH2:15])=[N:12][C:10](=[O:11])[C:9]=2[N:16]=1. Procedure details: The result shown in FIG. 21 demonstrate that 8-Br-cGMP increases JV across hfRPE monolayers from 6.0 to 19.5 μl·cm−2·hr−1. This can be blocked by the addition of CFTR inhibitor CFTRinh-172, and a reduction in Jv from 19.5 to 11.5 μl·cm−2·hr−1 is observed. In four experiments, an increase in Jv from 7.4±1.1 to 15.8±1.6 μl·cm−2·hr−1 was observed, and addition of CFTR inhibitor reduced the increase in Jv to 8.9±1.3 μl·cm−2·hr−1.